This data is from the Open Reaction Database (ORD), a public repository of structured organic reaction records. The task is: describe an organic reaction: reactants, conditions, products, and yield Starting materials: O=C=Nc1cccnc1, c1cc(-c2ccc3c(c2)CCN3)cs1. Product: O=C(Nc1cccnc1)N1CCc2cc(-c3ccsc3)ccc21. RXN SMILES: [n:1]1[cH:2][c:3]([N:7]=[C:8]=[O:9])[cH:4][cH:5][cH:6]1.[s:10]1[cH:11][c:12](-[c:15]2[cH:16][c:17]3[c:21]([cH:22][cH:23]2)[NH:20][CH2:19][CH2:18]3)[cH:13][cH:14]1>>[n:1]1[cH:2][c:3]([NH:7][C:8](=[O:9])[N:20]2[CH2:19][CH2:18][c:17]3[cH:16][c:15](-[c:12]4[cH:11][s:10][cH:14][cH:13]4)[cH:23][cH:22][c:21]32)[cH:4][cH:5][cH:6]1.